describe an organic reaction: reactants, conditions, products, and yield From a dataset of the Open Reaction Database (ORD), a public repository of structured organic reaction records. The reactants are CCO, C=C(C)c1ccc(-c2cc(C(C)C)c(F)cc2OC)c(CN2C(=O)OC(c3cc(C(F)(F)F)cc(C(F)(F)F)c3)C2C)n1, [H][H]. Product: COc1cc(F)c(C(C)C)cc1-c1ccc(C(C)C)nc1CN1C(=O)OC(c2cc(C(F)(F)F)cc(C(F)(F)F)c2)C1C. RXN SMILES: [CH3:46][CH2:47][OH:48].[F:1][C:2]([c:3]1[cH:4][c:5]([CH:13]2[CH:14]([CH3:41])[N:15]([CH2:19][c:20]3[n:21][c:22]([C:38](=[CH2:39])[CH3:40])[cH:23][cH:24][c:25]3-[c:26]3[c:27]([O:36][CH3:37])[cH:28][c:29]([F:35])[c:30]([CH:32]([CH3:33])[CH3:34])[cH:31]3)[C:16](=[O:18])[O:17]2)[cH:6][c:7]([C:9]([F:10])([F:11])[F:12])[cH:8]1)([F:42])[F:43].[H:44][H:45]>>[F:1][C:2]([c:3]1[cH:4][c:5]([CH:13]2[CH:14]([CH3:41])[N:15]([CH2:19][c:20]3[n:21][c:22]([CH:38]([CH3:39])[CH3:40])[cH:23][cH:24][c:25]3-[c:26]3[c:27]([O:36][CH3:37])[cH:28][c:29]([F:35])[c:30]([CH:32]([CH3:33])[CH3:34])[cH:31]3)[C:16](=[O:18])[O:17]2)[cH:6][c:7]([C:9]([F:10])([F:11])[F:12])[cH:8]1)([F:42])[F:43]. Starting materials: CC(Br)c1ccccc1, O=C([O-])[O-], CCNC(=O)c1ccc(-n2cc(C(=O)NC3CC3)nn2)c(O)c1, [K+], [K+], CN(C)C=O, O. Product: CCNC(=O)c1ccc(-n2cc(C(=O)NC3CC3)nn2)c(OC(C)c2ccccc2)c1. Reaction SMILES: [Br:24][CH:25]([CH3:26])[c:27]1[cH:28][cH:29][cH:30][cH:31][cH:32]1.[C:33](=[O:34])([O-:35])[O-:36].[CH2:1]([CH3:2])[NH:3][C:4](=[O:5])[c:6]1[cH:7][c:8]([OH:23])[c:9](-[n:12]2[n:13][n:14][c:15]([C:17](=[O:18])[NH:19][CH:20]3[CH2:21][CH2:22]3)[cH:16]2)[cH:10][cH:11]1.[K+:37].[K+:38].[O:40]=[CH:41][N:42]([CH3:43])[CH3:44].[OH2:39]>>[CH2:1]([CH3:2])[NH:3][C:4](=[O:5])[c:6]1[cH:7][c:8]([O:23][CH:25]([CH3:26])[c:27]2[cH:28][cH:29][cH:30][cH:31][cH:32]2)[c:9](-[n:12]2[n:13][n:14][c:15]([C:17](=[O:18])[NH:19][CH:20]3[CH2:21][CH2:22]3)[cH:16]2)[cH:10][cH:11]1.